From a dataset of the Open Reaction Database (ORD), a public repository of structured organic reaction records. describe an organic reaction: reactants, conditions, products, and yield Reactants: BrC=1C=CC2=C(C3=NC(=CN3CCO2)C=2C(=NNC2)C(F)(F)F)C1 (9-bromo-2-(3-trifluoromethyl-1H-pyrazol-4-yl)-4,5-dihydro-6-oxa-1,3a-diazabenzo[e]azulene), C(C)(C)(C)N1CCC(CC1)S (1-tert-butylpiperidine-4-thiol), CC1(C2=C(C(=CC=C2)P(C3=CC=CC=C3)C4=CC=CC=C4)OC5=C(C=CC=C51)P(C6=CC=CC=C6)C7=CC=CC=C7)C (Xantphos), CCN(C(C)C)C(C)C (DIPEA). Reagents/catalysts: C=1C=CC(=CC1)/C=C/C(=O)/C=C/C2=CC=CC=C2.C=1C=CC(=CC1)/C=C/C(=O)/C=C/C2=CC=CC=C2.C=1C=CC(=CC1)/C=C/C(=O)/C=C/C2=CC=CC=C2.[Pd].[Pd] (Pd2(dba)3). Solvent: O1CCOCC1 (dioxane). Conditions: temperature 100 celsius. Yields the product C(C)(C)(C)N1CCC(CC1)SC=1C=CC2=C(C=3N(CCO2)C=C(N3)C=3C(=NNC3)C(F)(F)F)C1 (10-(1-tert-butylpiperidin-4-ylthio)-2-(3-(trifluoromethyl)-1H-pyrazol-4-yl)-5,6-dihydrobenzo[f]imidazo[1,2-d][1,4]oxazepine). The yield is 63.3%. RXN SMILES: Br[C:2]1[CH:3]=[CH:4][C:5]2[O:14][CH2:13][CH2:12][N:11]3[C:7](=[N:8][C:9]([C:15]4[C:16]([C:20]([F:23])([F:22])[F:21])=[N:17][NH:18][CH:19]=4)=[CH:10]3)[C:6]=2[CH:24]=1.[C:25]([N:29]1[CH2:34][CH2:33][CH:32]([SH:35])[CH2:31][CH2:30]1)([CH3:28])([CH3:27])[CH3:26].CC1(C)C2C(=C(P(C3C=CC=CC=3)C3C=CC=CC=3)C=CC=2)OC2C(P(C3C=CC=CC=3)C3C=CC=CC=3)=CC=CC1=2.CCN(C(C)C)C(C)C>O1CCOCC1.C1C=CC(/C=C/C(/C=C/C2C=CC=CC=2)=O)=CC=1.C1C=CC(/C=C/C(/C=C/C2C=CC=CC=2)=O)=CC=1.C1C=CC(/C=C/C(/C=C/C2C=CC=CC=2)=O)=CC=1.[Pd].[Pd]>[C:25]([N:29]1[CH2:34][CH2:33][CH:32]([S:35][C:2]2[CH:3]=[CH:4][C:5]3[O:14][CH2:13][CH2:12][N:11]4[CH:10]=[C:9]([C:15]5[C:16]([C:20]([F:23])([F:22])[F:21])=[N:17][NH:18][CH:19]=5)[N:8]=[C:7]4[C:6]=3[CH:24]=2)[CH2:31][CH2:30]1)([CH3:28])([CH3:26])[CH3:27] |f:5.6.7.8.9|. Procedure: A mixture of 9-bromo-2-(3-trifluoromethyl-1H-pyrazol-4-yl)-4,5-dihydro-6-oxa-1,3a-diazabenzo[e]azulene (73 mg, 0.18 mmol), 1-tert-butylpiperidine-4-thiol (63 mg, 0.37 mmol), Pd2(dba)3 (55 mg, 0.06 mmol), Xantphos (35 mg, 0.06 mmol) and DIPEA (125 μL, 0.73 mmol) in dioxane (3 mL) was purged with argon and heated at 100° C. for 2 h. The reaction mixture was loaded onto an Isolute® SCX-2 cartridge which was washed with MeOH and the product eluted with 2M NH3/MeOH. The resulting residue was purified...